From a dataset of the Open Reaction Database (ORD), a public repository of structured organic reaction records. describe an organic reaction: reactants, conditions, products, and yield Reactants: Cc1ccccc1, Cc1oc(-c2ccccc2)cc1C(O)C1CCC2(CC1)OCCO2, O, O=S(Cl)Cl, c1ccncc1. Yields the product Cc1oc(-c2ccccc2)cc1C(Cl)C1CCC2(CC1)OCCO2. RXN SMILES: [CH3:36][c:37]1[cH:38][cH:39][cH:40][cH:41][cH:42]1.[O:1]1[CH2:2][CH2:3][O:4][C:5]12[CH2:6][CH2:7][CH:8]([CH:11]([OH:12])[c:13]1[c:14]([CH3:24])[o:15][c:16](-[c:18]3[cH:19][cH:20][cH:21][cH:22][cH:23]3)[cH:17]1)[CH2:9][CH2:10]2.[OH2:35].[S:25]([Cl:26])([Cl:27])=[O:28].[cH:29]1[cH:30][cH:31][n:32][cH:33][cH:34]1>>[O:1]1[CH2:2][CH2:3][O:4][C:5]12[CH2:6][CH2:7][CH:8]([CH:11]([c:13]1[c:14]([CH3:24])[o:15][c:16](-[c:18]3[cH:19][cH:20][cH:21][cH:22][cH:23]3)[cH:17]1)[Cl:27])[CH2:9][CH2:10]2. Starting materials: ClC1=CC=C2C(=CNC2=C1)C(=O)N1CCC(CC1)C1=CC=CC=2CCOC21 ((6-chloro-1H-indol-3-yl)-[4-(2,3-dihydro-benzofuran-7-yl)-piperidin-1-yl]-methanone), ClCCN (2-chloro-ethylamine). Procedure: Following general procedure II, the alkylation of (6-chloro-1H-indol-3-yl)-[4-(2,3-dihydro-benzofuran-7-yl)-piperidin-1-yl]-methanone (preparation described herein), with (commercially available) 2-chloro-ethylamine gave the title compound. Reaction SMILES: [Cl:1][C:2]1[CH:10]=[C:9]2[C:5]([C:6]([C:11]([N:13]3[CH2:18][CH2:17][CH:16]([C:19]4[C:27]5[O:26][CH2:25][CH2:24][C:23]=5[CH:22]=[CH:21][CH:20]=4)[CH2:15][CH2:14]3)=[O:12])=[CH:7][NH:8]2)=[CH:4][CH:3]=1.Cl[CH2:29][CH2:30][NH2:31]>>[NH2:31][CH2:30][CH2:29][N:8]1[C:9]2[C:5](=[CH:4][CH:3]=[C:2]([Cl:1])[CH:10]=2)[C:6]([C:11]([N:13]2[CH2:14][CH2:15][CH:16]([C:19]3[C:27]4[O:26][CH2:25][CH2:24][C:23]=4[CH:22]=[CH:21][CH:20]=3)[CH2:17][CH2:18]2)=[O:12])=[CH:7]1. The product is NCCN1C=C(C2=CC=C(C=C12)Cl)C(=O)N1CCC(CC1)C1=CC=CC=2CCOC21 ([1-(2-Amino-ethyl)-6-chloro-1H-indol-3-yl]-[4-(2,3-dihydro-benzofuran-7-yl)-piperidin-1-yl]-methanone). Starting materials: ClC1=CC=C(C=C1)C(CC=C)O (4-(4-chlorophenyl)but-1-en-4-ol), BrCBr (dibromomethane), Cl (hydrochloric acid). The reagents and catalysts are [Zn] (zinc), [Cu]Cl (copper(I) chloride). Run in CCOCC (ether). Product: ClC1=CC=C(C=C1)C(CC1CC1)O (1-(4-chlorophenyl)-2-cyclopropylethanol). Isolated yield 44.0%. Reaction SMILES: [Cl:1][C:2]1[CH:7]=[CH:6][C:5]([CH:8]([OH:12])[CH2:9][CH:10]=[CH2:11])=[CH:4][CH:3]=1.Br[CH2:14]Br.Cl>CCOCC.[Zn].[Cu]Cl>[Cl:1][C:2]1[CH:3]=[CH:4][C:5]([CH:8]([OH:12])[CH2:9][CH:10]2[CH2:14][CH2:11]2)=[CH:6][CH:7]=1. Procedure details: Crude 4-(4-chlorophenyl)but-1-en-4-ol from the previous reaction (85.37 g, approximately 92% pure, approximately 430 mmol), zinc dust (121.5 g, 1.86 mol), copper(I) chloride (18.69 g, 187 mmol) and dibromomethane (163.6 g, 936 mmol) in dry ether (250 ml) were heated under reflux for 3 hours in a sonic bath and then poured into 2M hydrochloric acid. The mixture was extracted with ether and the extract washed with 2M hydrochloric acid and brine, dried and evaporated in vacuo. Chromatography [SiO2,... The reactants are Cl.BrC=1C=C2C(=CC=NC2=CC1)Cl (6-bromo-4-chloroquinoline hydrochloride), [I-].[Na+] (sodium iodide), C(CC)#N (propionitrile), S(=O)([O-])[O-].[Na+].[Na+] (sodium sulfite). The solvent is C(=O)([O-])[O-].[K+].[K+] (K2CO3). Product: BrC=1C=C2C(=CC=NC2=CC1)I (6-bromo-4-iodoquinoline). Isolated yield 100.9%. RXN SMILES: Cl.[Br:2][C:3]1[CH:4]=[C:5]2[C:10](=[CH:11][CH:12]=1)[N:9]=[CH:8][CH:7]=[C:6]2Cl.[I-:14].[Na+].C(#N)CC.S([O-])([O-])=O.[Na+].[Na+]>C([O-])([O-])=O.[K+].[K+]>[Br:2][C:3]1[CH:4]=[C:5]2[C:10](=[CH:11][CH:12]=1)[N:9]=[CH:8][CH:7]=[C:6]2[I:14] |f:0.1,2.3,5.6.7,8.9.10|. Procedure: A 3-neck roundbottom flask equipped with a reflux condenser and mechanical stirrer was charged with 6-bromo-4-chloroquinoline hydrochloride (34.6 g, 0.124 mol), anhydrous sodium iodide (92.93 g, 0.62 mol) and propionitrile (1 L). The resulting slurry was stirred vigorously at reflux for 96 hrs. The solution was cooled to room temperature and 500 mL of 10% K2CO3 solution was added, followed by a 200 mL of a 5% sodium sulfite solution. The reaction mixture was extracted with CH2Cl2 (600 mL×4). The... Reactants: COC(CCn1ncc2ccc(NC(=O)Cc3ccc(Oc4ccccc4)cc3)cc21)OC, CC(C)=O, Cl. The product is O=CCCn1ncc2ccc(NC(=O)Cc3ccc(Oc4ccccc4)cc3)cc21. As a reaction SMILES: [CH3:1][O:2][CH:3]([CH2:4][CH2:5][n:6]1[n:7][cH:8][c:9]2[cH:10][cH:11][c:12]([NH:15][C:16]([CH2:17][c:18]3[cH:19][cH:20][c:21]([O:24][c:25]4[cH:26][cH:27][cH:28][cH:29][cH:30]4)[cH:22][cH:23]3)=[O:31])[cH:13][c:14]12)[O:32][CH3:33].[CH3:35][C:36](=[O:37])[CH3:38].[ClH:34]>>[O:2]=[CH:3][CH2:4][CH2:5][n:6]1[n:7][cH:8][c:9]2[cH:10][cH:11][c:12]([NH:15][C:16]([CH2:17][c:18]3[cH:19][cH:20][c:21]([O:24][c:25]4[cH:26][cH:27][cH:28][cH:29][cH:30]4)[cH:22][cH:23]3)=[O:31])[cH:13][c:14]12. Starting materials: C(#N)CNC(=O)C(CC(C)C)OCC1=CC=C(C=C1)C1=CC=C(C=C1)N1CCN(CC1)C(=O)OC(C)(C)C (tert-butyl 4-{4′-[(1-{[(cyanomethyl)amino]carbonyl}-3-methylbutoxy)methyl][1,1′-biphenyl]-4-yl}-1-piperazinecarboxylate), CS(=O)(=O)O (methanesulfonic acid). Run in C(C)OCC (diethyl ether), C(C)OC(C)=O (ethylacetate), C([O-])(O)=O.[Na+] (sodium bicarbonate), O1CCCC1 (tetrahydrofuran). Conditions: time 8 hour. Yields the product C(#N)CNC(C(CC(C)C)OCC1=CC=C(C=C1)C1=CC=C(C=C1)N1CCNCC1)=O (N-(cyanomethyl)-4-methyl-2-{[4′-(1-piperazinyl)[1,1′-biphenyl]-4-yl]methoxy}pentanamide). Isolated yield 87.2%. As a reaction SMILES: [C:1]([CH2:3][NH:4][C:5]([CH:7]([O:12][CH2:13][C:14]1[CH:19]=[CH:18][C:17]([C:20]2[CH:25]=[CH:24][C:23]([N:26]3[CH2:31][CH2:30][N:29](C(OC(C)(C)C)=O)[CH2:28][CH2:27]3)=[CH:22][CH:21]=2)=[CH:16][CH:15]=1)[CH2:8][CH:9]([CH3:11])[CH3:10])=[O:6])#[N:2].CS(O)(=O)=O>O1CCCC1.C(OCC)C.C(OC(=O)C)C.C(=O)(O)[O-].[Na+]>[C:1]([CH2:3][NH:4][C:5](=[O:6])[CH:7]([O:12][CH2:13][C:14]1[CH:19]=[CH:18][C:17]([C:20]2[CH:25]=[CH:24][C:23]([N:26]3[CH2:27][CH2:28][NH:29][CH2:30][CH2:31]3)=[CH:22][CH:21]=2)=[CH:16][CH:15]=1)[CH2:8][CH:9]([CH3:11])[CH3:10])#[N:2] |f:5.6|. Procedure: A solution of tert-butyl 4-{4′-[(1-{[(cyanomethyl)amino]carbonyl}-3-methylbutoxy)methyl][1,1′-biphenyl]-4-yl}-1-piperazinecarboxylate (115 mg, 0.21 mmoles) in tetrahydrofuran (3.5 mL) was treated with methanesulfonic acid (30 μL, 0.4 mmoles). The same amount of acid was added 5 times at 1.5 hour intervals and stirred overnight. Acid addition was resumed and two more portions (30 μL, 0.4 mmoles) were added, with a 1.5 hour interval. The reaction was diluted with diethyl ether, ethylacetate, sat. ... Reactants: C(C)(=O)OCC (ethyl acetate), O (water), CC(C)C1=C(C(=C(N1CC[C@H](C[C@H](CC(=O)[O-])O)O)C=2C=CC(=CC2)F)C=3C=CC=CC3)C(=O)NC=4C=CC=CC4.CC(C)C1=C(C(=C(N1CC[C@H](C[C@H](CC(=O)[O-])O)O)C=2C=CC(=CC2)F)C=3C=CC=CC3)C(=O)NC=4C=CC=CC4.[Ca+2] (Atorvastatin calcium). Solvent: C(C(C)O)O (racemic propylene glycol). Reaction conditions: temperature 57.5 celsius, time 9 hour. The product is CC(C)C1=C(C(=C(N1CC[C@H](C[C@H](CC(=O)[O-])O)O)C2=CC=C(C=C2)F)C3=CC=CC=C3)C(=O)NC4=CC=CC=C4.CC(C)C1=C(C(=C(N1CC[C@H](C[C@H](CC(=O)[O-])O)O)C2=CC=C(C=C2)F)C3=CC=CC=C3)C(=O)NC4=CC=CC=C4.CC(CO)O.[Ca+2] (atorvastatin calcium propylene glycol solvate). RXN SMILES: [CH3:1][CH:2]([C:4]1[N:8]([CH2:9][CH2:10][C@@H:11]([OH:19])[CH2:12][C@@H:13]([OH:18])[CH2:14][C:15]([O-:17])=[O:16])[C:7]([C:20]2[CH:21]=[CH:22][C:23]([F:26])=[CH:24][CH:25]=2)=[C:6]([C:27]2[CH:28]=[CH:29][CH:30]=[CH:31][CH:32]=2)[C:5]=1[C:33]([NH:35][C:36]1[CH:37]=[CH:38][CH:39]=[CH:40][CH:41]=1)=[O:34])[CH3:3].[CH3:42][CH:43]([C:45]1[N:49]([CH2:50][CH2:51][C@@H:52]([OH:60])[CH2:53][C@@H:54]([OH:59])[CH2:55][C:56]([O-:58])=[O:57])[C:48]([C:61]2[CH:62]=[CH:63][C:64]([F:67])=[CH:65][CH:66]=2)=[C:47]([C:68]2[CH:69]=[CH:70][CH:71]=[CH:72][CH:73]=2)[C:46]=1[C:74]([NH:76][C:77]1[CH:78]=[CH:79][CH:80]=[CH:81][CH:82]=1)=[O:75])[CH3:44].[Ca+2:83].C(OCC)(=[O:86])C.O>C(O)C(O)C>[CH3:3][CH:2]([C:4]1[N:8]([CH2:9][CH2:10][C@@H:11]([OH:19])[CH2:12][C@@H:13]([OH:18])[CH2:14][C:15]([O-:17])=[O:16])[C:7]([C:20]2[CH:21]=[CH:22][C:23]([F:26])=[CH:24][CH:25]=2)=[C:6]([C:27]2[CH:28]=[CH:29][CH:30]=[CH:31][CH:32]=2)[C:5]=1[C:33]([NH:35][C:36]1[CH:37]=[CH:38][CH:39]=[CH:40][CH:41]=1)=[O:34])[CH3:1].[CH3:44][CH:43]([C:45]1[N:49]([CH2:50][CH2:51][C@@H:52]([OH:60])[CH2:53][C@@H:54]([OH:59])[CH2:55][C:56]([O-:58])=[O:57])[C:48]([C:61]2[CH:62]=[CH:63][C:64]([F:67])=[CH:65][CH:66]=2)=[C:47]([C:68]2[CH:69]=[CH:70][CH:71]=[CH:72][CH:73]=2)[C:46]=1[C:74]([NH:76][C:77]1[CH:78]=[CH:79][CH:80]=[CH:81][CH:82]=1)=[O:75])[CH3:42].[CH3:15][CH:14]([OH:86])[CH2:13][OH:18].[Ca+2:83] |f:0.1.2,6.7.8.9|. Reported procedure: Atorvastatin calcium (10 g) was dissolved in racemic propylene glycol followed by the addition of 7 parts of ethyl acetate and 0.3 parts of water. The resulting mixture was warmed to 55-60° C. and stirred for 8-10 hours to afford a white suspension. The suspension was cooled to 20-25° C. and filtered to furnish 7.4 g atorvastatin calcium propylene glycol solvate after drying under vacuum at 50-60° C. Propylene glycol content: 6% by NMR, KF=0.2%. The DSC and IR of this material are shown as FIGS.... Reactants: COC(=O)C(CC1CCCC1)c1ccc(OCc2ccccc2)cc1, CO, [Na+], C1CCOC1, [OH-], O, O. Product: O=C(O)C(CC1CCCC1)c1ccc(OCc2ccccc2)cc1. As a reaction SMILES: [CH3:1][O:2][C:3]([CH:4]([CH2:5][CH:6]1[CH2:7][CH2:8][CH2:9][CH2:10]1)[c:11]1[cH:12][cH:13][c:14]([O:17][CH2:18][c:19]2[cH:20][cH:21][cH:22][cH:23][cH:24]2)[cH:15][cH:16]1)=[O:25].[CH3:29][OH:30].[Na+:27].[O:32]1[CH2:33][CH2:34][CH2:35][CH2:36]1.[OH-:26].[OH2:28].[OH2:31]>>[O:2]=[C:3]([CH:4]([CH2:5][CH:6]1[CH2:7][CH2:8][CH2:9][CH2:10]1)[c:11]1[cH:12][cH:13][c:14]([O:17][CH2:18][c:19]2[cH:20][cH:21][cH:22][cH:23][cH:24]2)[cH:15][cH:16]1)[OH:25]. Starting materials: N#Cc1ccc(Br)s1, Cc1ccccc1, CC[O-], C#Cc1ccc(OC)cc1, [Na+], O. Yields the product COc1ccc(C#Cc2ccc(C#N)s2)cc1. RXN SMILES: [Br:22][c:23]1[s:24][c:25]([C:28]#[N:29])[cH:26][cH:27]1.[CH3:15][c:16]1[cH:17][cH:18][cH:19][cH:20][cH:21]1.[CH3:2][CH2:3][O-:4].[CH3:5][O:6][c:7]1[cH:8][cH:9][c:10]([C:13]#[CH:14])[cH:11][cH:12]1.[Na+:1].[OH2:30]>>[CH3:5][O:6][c:7]1[cH:8][cH:9][c:10]([C:13]#[C:14][c:23]2[s:24][c:25]([C:28]#[N:29])[cH:26][cH:27]2)[cH:11][cH:12]1. Reactants: OC1=CC=C2C(C(COC2=C1)C1=CC=C(C=C1)OC)=O (7-hydroxy-4′-methoxyisoflavanone), C(C)(=O)OC(C)=O (acetic anhydride), N1=CC=CC=C1 (pyridine). Run in O (water). Reaction conditions: time 1 hour. Yields the product C(C)(=O)OC1=CC=C2C(C(=COC2=C1)C1=CC=C(C=C1)OC)=O (7-acetoxy-4′-methoxyisoflavone). Yield: 91.0%. RXN SMILES: [OH:1][C:2]1[CH:11]=[C:10]2[C:5]([C:6](=[O:20])[CH:7]([C:12]3[CH:17]=[CH:16][C:15]([O:18][CH3:19])=[CH:14][CH:13]=3)[CH2:8][O:9]2)=[CH:4][CH:3]=1.[C:21](OC(=O)C)(=[O:23])[CH3:22].N1C=CC=CC=1>O>[C:21]([O:1][C:2]1[CH:11]=[C:10]2[C:5]([C:6](=[O:20])[C:7]([C:12]3[CH:17]=[CH:16][C:15]([O:18][CH3:19])=[CH:14][CH:13]=3)=[CH:8][O:9]2)=[CH:4][CH:3]=1)(=[O:23])[CH3:22]. Procedure: A mixture of 7-hydroxy-4′-methoxyisoflavanone (2.0 g, 7.5 mmol), acetic anhydride (10 ml) and pyridine (2 ml) was heated on an oil bath at 105-110 C. for 1 hour. After cooling the mixture to room temperature, it was poured into water (100 ml), stirred for 2 hours and then extracted with dichloromethane (3×50 ml). The dichloromethane layer was washed with water, dried over anhydrous sodium sulfate and evaporated. The white residue was crystallised from methanol to yield 7-acetoxy-4′-methoxyisofla...